From a dataset of the Open Reaction Database (ORD), a public repository of structured organic reaction records. describe an organic reaction: reactants, conditions, products, and yield Starting materials: CC(C)(C)OC(=O)NCCCBr, O=C([O-])[O-], [K+], [K+], C1CCN(C2CCNCC2)CC1, CN(C)C=O. The product is CC(C)(C)OC(=O)NCCCN1CCC(N2CCCCC2)CC1. As a reaction SMILES: [C:13]([CH3:14])([CH3:15])([CH3:16])[O:17][C:18]([NH:19][CH2:20][CH2:21][CH2:22][Br:23])=[O:24].[C:25](=[O:26])([O-:27])[O-:28].[K+:29].[K+:30].[N:1]1([CH:7]2[CH2:8][CH2:9][NH:10][CH2:11][CH2:12]2)[CH2:2][CH2:3][CH2:4][CH2:5][CH2:6]1.[O:31]=[CH:32][N:33]([CH3:34])[CH3:35]>>[N:1]1([CH:7]2[CH2:8][CH2:9][N:10]([CH2:22][CH2:21][CH2:20][NH:19][C:18]([O:17][C:13]([CH3:14])([CH3:15])[CH3:16])=[O:24])[CH2:11][CH2:12]2)[CH2:2][CH2:3][CH2:4][CH2:5][CH2:6]1. The reactants are CCc1cn(C2CC(O)C(COC(c3ccccc3)(c3ccccc3)c3ccccc3)O2)c(=O)[nH]c1=O, CC(=O)O, ClCc1ccccc1, [K+], C1COCCO1, [OH-], O, c1ccccc1. Yields the product CCc1cn(C2CC(OCc3ccccc3)C(COC(c3ccccc3)(c3ccccc3)c3ccccc3)O2)c(=O)[nH]c1=O. As a reaction SMILES: [CH2:1]([CH3:2])[c:3]1[c:4](=[O:37])[nH:5][c:6](=[O:36])[n:7]([CH:8]2[CH2:9][CH:10]([OH:11])[CH:12]([CH2:13][O:14][C:15]([c:16]3[cH:17][cH:18][cH:19][cH:20][cH:21]3)([c:22]3[cH:23][cH:24][cH:25][cH:26][cH:27]3)[c:28]3[cH:29][cH:30][cH:31][cH:32][cH:33]3)[O:34]2)[cH:35]1.[CH3:61][C:62](=[O:63])[OH:64].[Cl:40][CH2:41][c:42]1[cH:43][cH:44][cH:45][cH:46][cH:47]1.[K+:39].[O:55]1[CH2:56][CH2:57][O:58][CH2:59][CH2:60]1.[OH-:38].[OH2:48].[cH:49]1[cH:50][cH:51][cH:52][cH:53][cH:54]1>>[CH2:1]([CH3:2])[c:3]1[c:4](=[O:37])[nH:5][c:6](=[O:36])[n:7]([CH:8]2[CH2:9][CH:10]([O:11][CH2:41][c:42]3[cH:43][cH:44][cH:45][cH:46][cH:47]3)[CH:12]([CH2:13][O:14][C:15]([c:16]3[cH:17][cH:18][cH:19][cH:20][cH:21]3)([c:22]3[cH:23][cH:24][cH:25][cH:26][cH:27]3)[c:28]3[cH:29][cH:30][cH:31][cH:32][cH:33]3)[O:34]2)[cH:35]1. Solvent: C1CCOC1 (THF). Reported procedure: By essentially following the procedure outlined in Example 1, part D, the title compound was prepared in 71% yield from 4-[2-(diethylamino)ethoxy]phenyl 2-(4-methoxyphenyl)benzo[b]thiophen-3-yl ketone (Part A) as an orange foam following flash chromatography (SiO2; 5% TEA in THF). Reactants: COC1=CC=C(C=C1)C1=C(C2=C(S1)C=CC=C2)C(=O)C2=CC=C(C=C2)OCCN(CC)CC (4-[2-(diethylamino)ethoxy]phenyl 2-(4-methoxyphenyl)benzo[b]thiophen-3-yl ketone), TEA. The product is OC1=CC=C(C=C1)C1=C(C2=C(S1)C=CC=C2)C(=O)C2=CC=C(C=C2)OCCN(CC)CC (4-[2-(Diethylamino)ethoxy]phenyl 2-(4-Hydroxyphenyl)benzo[b]thiophen-3-yl Ketone). Reaction SMILES: C[O:2][C:3]1[CH:8]=[CH:7][C:6]([C:9]2[S:13][C:12]3[CH:14]=[CH:15][CH:16]=[CH:17][C:11]=3[C:10]=2[C:18]([C:20]2[CH:25]=[CH:24][C:23]([O:26][CH2:27][CH2:28][N:29]([CH2:32][CH3:33])[CH2:30][CH3:31])=[CH:22][CH:21]=2)=[O:19])=[CH:5][CH:4]=1>C1COCC1>[OH:2][C:3]1[CH:8]=[CH:7][C:6]([C:9]2[S:13][C:12]3[CH:14]=[CH:15][CH:16]=[CH:17][C:11]=3[C:10]=2[C:18]([C:20]2[CH:21]=[CH:22][C:23]([O:26][CH2:27][CH2:28][N:29]([CH2:32][CH3:33])[CH2:30][CH3:31])=[CH:24][CH:25]=2)=[O:19])=[CH:5][CH:4]=1. The yield is 71.0%. The reactants are OC[C@H]1NCC2=CC=CC=C2C1 ((S)-3-hydroxymethyl-1,2,3,4-tetrahydroisoquinoline), S(O)(O)(=O)=O (sulphuric acid). Solvent: O (water). Run at temperature 110 celsius. The product is OS(=O)(=O)OC[C@H]1NCC2=CC=CC=C2C1 ((S)-3-hydroxysulphonyloxymethyl-1,2,3,4-tetrahydroisoquinoline). RXN SMILES: [OH:1][CH2:2][C@@H:3]1[CH2:12][C:11]2[C:6](=[CH:7][CH:8]=[CH:9][CH:10]=2)[CH2:5][NH:4]1.[S:13](=O)(=[O:16])([OH:15])[OH:14]>O>[OH:16][S:13]([O:1][CH2:2][C@@H:3]1[CH2:12][C:11]2[C:6](=[CH:7][CH:8]=[CH:9][CH:10]=2)[CH2:5][NH:4]1)(=[O:15])=[O:14]. Reported procedure: A solution of (S)-3-hydroxymethyl-1,2,3,4-tetrahydroisoquinoline (41 g) in a mixture of 34 N sulphuric acid (13 cc) and water (70 cc) is heated at 110° C. Water (about 50 cc) is distilled off and the residue is then concentrated at 100° C. under reduced pressure (20 mm Hg). The brown oily residue is taken up in a mixture of 34 N sulphuric acid (13 cc) and water (70 cc). Water (50 cc) is again distilled off, the mixture is then concentrated as described above, and the concentration process is con... Reactants: ice water, CC(C)([O-])C.[K+] (potassium tert-butoxide), OC1=C(C(=O)OC)C=CC=C1 (methyl hydroxybenzoate), BrCC1=CC2=CC=CC=C2C=C1 (2-(bromomethyl)naphthalene). Run in CN(C=O)C (dimethylformamide). Conditions: temperature 100 celsius, time 15 minute. Yields the product C1=C(C=CC2=CC=CC=C12)COC1=CC=C(C(=O)OC)C=C1 (Methyl 4-(2-naphthylmethyloxy)benzoate). The yield is 87.1%. RXN SMILES: [CH3:1][C:2](C)([O-:4])[CH3:3].[K+].O[C:8]1C=CC=[CH:14][C:9]=1[C:10]([O:12][CH3:13])=[O:11].Br[CH2:19][C:20]1[CH:29]=[CH:28][C:27]2[C:22](=[CH:23][CH:24]=[CH:25][CH:26]=2)[CH:21]=1>CN(C)C=O>[CH:21]1[C:22]2[C:27](=[CH:26][CH:25]=[CH:24][CH:23]=2)[CH:28]=[CH:29][C:20]=1[CH2:19][O:4][C:2]1[CH:3]=[CH:14][C:9]([C:10]([O:12][CH3:13])=[O:11])=[CH:8][CH:1]=1 |f:0.1|. Reported procedure: 3.9 g (35 mmol) of potassium tert-butoxide were added a little at a time to 5 g (33 mmol) of methyl hydroxybenzoate in 200 ml of dimethylformamide. After about 15 min, a further 7.3 g (33 mmol) of 2-(bromomethyl)naphthalene were added and the reaction mixture was heated to 100° C. for about 3 h. The reaction mixture was then poured into ice-water and the product was extracted with ethyl acetate. The organic phase was dried and concentrated under reduced pressure. 8.4 g (88%) of the product were ... Reactants: CCCCCCN(C(=O)Nc1ccc(C(=O)OCC)cc1)c1ccc2c(c1)C(C)(C)CCC2(C)C, C1CCOC1, CCO, Cl, [K+], [OH-], O. Product: CCCCCCN(C(=O)Nc1ccc(C(=O)O)cc1)c1ccc2c(c1)C(C)(C)CCC2(C)C. As a reaction SMILES: [CH2:1]([CH2:2][CH2:3][CH2:4][CH2:5][CH3:6])[N:7]([C:8]([NH:9][c:10]1[cH:11][cH:12][c:13]([C:14](=[O:15])[O:16][CH2:17][CH3:18])[cH:19][cH:20]1)=[O:21])[c:22]1[cH:23][c:24]2[c:29]([cH:30][cH:31]1)[C:28]([CH3:32])([CH3:33])[CH2:27][CH2:26][C:25]2([CH3:34])[CH3:35].[CH2:38]1[O:39][CH2:40][CH2:41][CH2:42]1.[CH3:44][CH2:45][OH:46].[ClH:43].[K+:37].[OH-:36].[OH2:47]>>[CH2:1]([CH2:2][CH2:3][CH2:4][CH2:5][CH3:6])[N:7]([C:8]([NH:9][c:10]1[cH:11][cH:12][c:13]([C:14](=[O:15])[OH:16])[cH:19][cH:20]1)=[O:21])[c:22]1[cH:23][c:24]2[c:29]([cH:30][cH:31]1)[C:28]([CH3:32])([CH3:33])[CH2:27][CH2:26][C:25]2([CH3:34])[CH3:35]. The reactants are C(#N)C=1C=C(C2=C(N=C(O2)C2=CC=C(C(=O)NC[C@@H]3CNCCC3)C=C2)C1)C(C)C (4-(5-Cyano-7-isopropyl-1,3-benzoxazol-2-yl)-N-[(3S)-piperidin-3-ylmethyl]benzamide), C([O-])([O-])=O.[K+].[K+] (potassium carbonate), BrCC1=CC(=CC=C1)C(F)(F)F (1-(bromomethyl)-3-(trifluoromethyl)benzene). The solvent is CO (methanol). Run at time 1.5 hour. The product is C(#N)C=1C=C(C2=C(N=C(O2)C2=CC=C(C(=O)NC[C@@H]3CN(CCC3)CC3=CC(=CC=C3)C(F)(F)F)C=C2)C1)C(C)C (4-(5-Cyano-7-isopropyl-1,3-benzoxazol-2-yl)-N-({(3R)-1-[3-(trifluoromethyl)benzyl]piperidin-3-yl}methyl)benzamide). The yield is 71.0%. RXN SMILES: [C:1]([C:3]1[CH:4]=[C:5]([CH:28]([CH3:30])[CH3:29])[C:6]2[O:10][C:9]([C:11]3[CH:26]=[CH:25][C:14]([C:15]([NH:17][CH2:18][C@H:19]4[CH2:24][CH2:23][CH2:22][NH:21][CH2:20]4)=[O:16])=[CH:13][CH:12]=3)=[N:8][C:7]=2[CH:27]=1)#[N:2].C(=O)([O-])[O-].[K+].[K+].Br[CH2:38][C:39]1[CH:44]=[CH:43][CH:42]=[C:41]([C:45]([F:48])([F:47])[F:46])[CH:40]=1>CO>[C:1]([C:3]1[CH:4]=[C:5]([CH:28]([CH3:30])[CH3:29])[C:6]2[O:10][C:9]([C:11]3[CH:12]=[CH:13][C:14]([C:15]([NH:17][CH2:18][C@H:19]4[CH2:24][CH2:23][CH2:22][N:21]([CH2:38][C:39]5[CH:44]=[CH:43][CH:42]=[C:41]([C:45]([F:46])([F:47])[F:48])[CH:40]=5)[CH2:20]4)=[O:16])=[CH:25][CH:26]=3)=[N:8][C:7]=2[CH:27]=1)#[N:2] |f:1.2.3|. Procedure details: 4-(5-Cyano-7-isopropyl-1,3-benzoxazol-2-yl)-N-[(3S)-piperidin-3-ylmethyl]benzamide (20 mg) was taken up in methanol (3 ml) and then potassium carbonate (14 mg) and 1-(bromomethyl)-3-(trifluoromethyl)benzene (14 □l) were added. The mixture was stirred for 1.5 h and then added directly to a Biotage 40M samplet for purification via column chromatography on a Biotage Horizon 40M column, eluting with 1 column volume of 100% hexanes followed by a gradient of 0 to 100% ethyl acetate in hexanes over 10 ... The reactants are NC1=CC=CC=C1 (aniline), BrC(CCCCC)Br (dibromohexane), C(C)(=O)[O-].[Na+] (sodium acetate). The solvent is O (water). Reaction conditions: temperature 97.5 celsius, time 10 hour. The product is BrCCCCCCN(C1=CC=CC=C1)CCCCCCBr (bis-(6-bromo-hexyl)-phenyl-amine). Reaction SMILES: [NH2:1][C:2]1[CH:7]=[CH:6][CH:5]=[CH:4][CH:3]=1.Br[CH:9]([Br:15])[CH2:10][CH2:11][CH2:12][CH2:13][CH3:14].[C:16]([O-])(=O)[CH3:17].[Na+]>O>[Br:15][CH2:9][CH2:10][CH2:11][CH2:12][CH2:16][CH2:17][N:1]([CH2:14][CH2:13][CH2:12][CH2:11][CH2:10][CH2:9][Br:15])[C:2]1[CH:7]=[CH:6][CH:5]=[CH:4][CH:3]=1 |f:2.3|. Reported procedure: 0.45 ml of aniline (5 mmol), 2.5 ml of dibromohexane (14.6 mmol), and sodium acetate (14.5. mmol) were charged in a reaction container and slowly heated to about 95 to 100° C. while generating bubbles under a nitrogen atmosphere. The reactant mixture was agitated for about 10 hours at about 95 to 100° C. The mixture was cooled down to room temperature, mixed with 30 ml of distilled water, and agitated for 10 minutes. The mixture was then treated to extract organic layers using ethylacetate, and ... The reactants are C1C(O1)CO (Glycidol), C(CC(=O)C)(=O)OC(C)(C)C (t-butyl acetoacetate). The solvent is C1(=CC=CC=C1)C (toluene). Run at temperature 110 celsius, time 30 minute. The product is C(CC(=O)C)(=O)OCC1CO1 (Glycidyl acetoacetate). RXN SMILES: [CH2:1]1[O:3][CH:2]1[CH2:4][OH:5].[C:6](OC(C)(C)C)(=[O:11])[CH2:7][C:8]([CH3:10])=[O:9]>C1(C)C=CC=CC=1>[C:6]([O:5][CH2:4][CH:2]1[O:3][CH2:1]1)(=[O:11])[CH2:7][C:8]([CH3:10])=[O:9]. Reported procedure: Glycidyl acetoacetate was prepared according to the method of Witzeman and Nottingham (J. Org. Chem, 1991, 56, 1713). Glycidol (Dixie Chemical Company, Pasadena, Tex.), 296 g, t-butyl acetoacetate, 632.8 g, and toluene, 500 ml, were mixed in a 1-liter reactor equipped with mechanical stirrer, thermocouple, condenser and nitrogen inlet. The reactor contents were heated to 110° C. and held at that temperature for 30 minutes. The reactor was then fitted with a distillation head and the toluene/t-bu...